Dataset: the Open Reaction Database (ORD), a public repository of structured organic reaction records. Task: describe an organic reaction: reactants, conditions, products, and yield The reactants are OCC[N+](C)(C)C (choline), C(=O)(Cl)Cl (phosgene). The solvent is C1CCOC1 (THF). Run at time 72 hour. The product is ClC(=O)[O-].[Cl-].OCC[N+](C)(C)C.OCC[N+](C)(C)C (choline chloride chloroformate). Reaction SMILES: [OH:1][CH2:2][CH2:3][N+:4]([CH3:7])([CH3:6])[CH3:5].[C:8]([Cl:11])([Cl:10])=[O:9]>C1COCC1>[Cl:11][C:8]([O-:9])=[O:1].[Cl-:10].[OH:1][CH2:2][CH2:3][N+:4]([CH3:7])([CH3:6])[CH3:5].[OH:1][CH2:2][CH2:3][N+:4]([CH3:7])([CH3:6])[CH3:5] |f:3.4.5.6|. Reported procedure: A mixture of choline (2.235 mg, 16 mmol) and phosgene (32 ml, 1.93M in toluene) in THF (90 ml) was stirred at room temperature for 72 hours. The precipitate was filtered, washed with hexane, and dried in vacuo to yield choline chloride chloroformate (3.0 g). Reactants: Br, COc1ccc(C(=O)Cl)cc1, CCCN1CCc2c(N)cccc2C1. Product: CCCN1CCc2c(cccc2NC(=O)c2ccc(OC)cc2)C1. RXN SMILES: [BrH:1].[CH3:16][O:17][c:18]1[cH:19][cH:20][c:21]([C:22](=[O:23])[Cl:24])[cH:25][cH:26]1.[NH2:2][c:3]1[c:4]2[c:9]([cH:10][cH:11][cH:12]1)[CH2:8][N:7]([CH2:13][CH2:14][CH3:15])[CH2:6][CH2:5]2>>[NH:2]([c:3]1[c:4]2[c:9]([cH:10][cH:11][cH:12]1)[CH2:8][N:7]([CH2:13][CH2:14][CH3:15])[CH2:6][CH2:5]2)[C:22]([c:21]1[cH:20][cH:19][c:18]([O:17][CH3:16])[cH:26][cH:25]1)=[O:23]. The reactants are O=C(Cl)c1ccccc1, C1CCOC1, COC(=O)c1ccc2c(c1)c(Cc1ccc(N)cc1)cn2C, CCOC(C)=O, CCN(C(C)C)C(C)C. Product: COC(=O)c1ccc2c(c1)c(Cc1ccc(NC(=O)c3ccccc3)cc1)cn2C. As a reaction SMILES: [C:32]([c:33]1[cH:34][cH:35][cH:36][cH:37][cH:38]1)(=[O:39])[Cl:40].[CH2:41]1[O:42][CH2:43][CH2:44][CH2:45]1.[CH3:1][O:2][C:3](=[O:4])[c:5]1[cH:6][c:7]2[c:8]([CH2:15][c:16]3[cH:17][cH:18][c:19]([NH2:22])[cH:20][cH:21]3)[cH:9][n:10]([CH3:14])[c:11]2[cH:12][cH:13]1.[CH3:46][CH2:47][O:48][C:49](=[O:50])[CH3:51].[CH:23]([N:24]([CH2:25][CH3:26])[CH:27]([CH3:28])[CH3:29])([CH3:30])[CH3:31]>>[CH3:1][O:2][C:3](=[O:4])[c:5]1[cH:6][c:7]2[c:8]([CH2:15][c:16]3[cH:17][cH:18][c:19]([NH:22][C:32]([c:33]4[cH:34][cH:35][cH:36][cH:37][cH:38]4)=[O:39])[cH:20][cH:21]3)[cH:9][n:10]([CH3:14])[c:11]2[cH:12][cH:13]1. Reactants: O=C([O-])[O-], CC#N, [Cs+], [Cs+], O=S(=O)(OCCc1ccc(OS(=O)(=O)C(F)(F)F)cc1)C(F)(F)F, O=Cc1ccc(O)cc1. Product: O=Cc1ccc(OCCc2ccc(OS(=O)(=O)C(F)(F)F)cc2)cc1. RXN SMILES: [C:34](=[O:35])([O-:36])[O-:37].[CH3:40][C:41]#[N:42].[Cs+:38].[Cs+:39].[F:1][C:2]([F:3])([F:4])[S:5]([O:6][CH2:7][CH2:8][c:9]1[cH:10][cH:11][c:12]([O:15][S:16](=[O:17])(=[O:18])[C:19]([F:20])([F:21])[F:22])[cH:13][cH:14]1)(=[O:23])=[O:24].[OH:25][c:26]1[cH:27][cH:28][c:29]([CH:30]=[O:31])[cH:32][cH:33]1>>[O:6]([CH2:7][CH2:8][c:9]1[cH:10][cH:11][c:12]([O:15][S:16](=[O:17])(=[O:18])[C:19]([F:20])([F:21])[F:22])[cH:13][cH:14]1)[c:26]1[cH:27][cH:28][c:29]([CH:30]=[O:31])[cH:32][cH:33]1. Starting materials: [C-]#N, [C-]#N, CN(C)C=O, O=C1CCCc2cc(OS(=O)(=O)C(F)(F)F)ccc21, [Zn+2], c1ccc(P(c2ccccc2)(c2ccccc2)[Pd](P(c2ccccc2)(c2ccccc2)c2ccccc2)(P(c2ccccc2)(c2ccccc2)c2ccccc2)P(c2ccccc2)(c2ccccc2)c2ccccc2)cc1. The product is N#Cc1ccc2c(c1)CCCC2=O. RXN SMILES: [C-:25]#[N:26].[C-:28]#[N:29].[CH3:20][N:21]([CH3:22])[CH:23]=[O:24].[F:1][C:2]([F:3])([F:4])[S:5]([O:6][c:7]1[cH:8][c:9]2[c:14]([cH:15][cH:16]1)[C:13](=[O:17])[CH2:12][CH2:11][CH2:10]2)(=[O:18])=[O:19].[Zn+2:27].[cH:30]1[cH:31][cH:32][c:33]([P:34]([Pd:35]([P:36]([c:37]2[cH:38][cH:39][cH:40][cH:41][cH:42]2)([c:43]2[cH:44][cH:45][cH:46][cH:47][cH:48]2)[c:49]2[cH:50][cH:51][cH:52][cH:53][cH:54]2)([P:55]([c:56]2[cH:57][cH:58][cH:59][cH:60][cH:61]2)([c:62]2[cH:63][cH:64][cH:65][cH:66][cH:67]2)[c:68]2[cH:69][cH:70][cH:71][cH:72][cH:73]2)[P:74]([c:75]2[cH:76][cH:77][cH:78][cH:79][cH:80]2)([c:81]2[cH:82][cH:83][cH:84][cH:85][cH:86]2)[c:87]2[cH:88][cH:89][cH:90][cH:91][cH:92]2)([c:93]2[cH:94][cH:95][cH:96][cH:97][cH:98]2)[c:99]2[cH:100][cH:101][cH:102][cH:103][cH:104]2)[cH:105][cH:106]1>>[c:7]1([C:20]#[N:21])[cH:8][c:9]2[c:14]([cH:15][cH:16]1)[C:13](=[O:17])[CH2:12][CH2:11][CH2:10]2.